Dataset: the Open Reaction Database (ORD), a public repository of structured organic reaction records. Task: describe an organic reaction: reactants, conditions, products, and yield Reactants: CCOC(=O)C(C(=O)OCC)c1ccc(C(=O)c2cccc([N+](=O)[O-])c2)cc1[N+](=O)[O-], CS(C)=O, CCOC(C)=O, O. The product is CCOC(=O)Cc1ccc(C(=O)c2cccc([N+](=O)[O-])c2)cc1[N+](=O)[O-]. Reaction SMILES: [CH2:1]([CH3:2])[O:3][C:4]([CH:5]([C:6]([O:7][CH2:8][CH3:9])=[O:10])[c:11]1[c:12]([N+:28](=[O:29])[O-:30])[cH:13][c:14]([C:17]([c:18]2[cH:19][c:20]([N+:24](=[O:25])[O-:26])[cH:21][cH:22][cH:23]2)=[O:27])[cH:15][cH:16]1)=[O:31].[CH3:32][S:33]([CH3:34])=[O:35].[CH3:37][CH2:38][O:39][C:40](=[O:41])[CH3:42].[OH2:36]>>[CH2:1]([CH3:2])[O:3][C:4]([CH2:5][c:11]1[c:12]([N+:28](=[O:29])[O-:30])[cH:13][c:14]([C:17]([c:18]2[cH:19][c:20]([N+:24](=[O:25])[O-:26])[cH:21][cH:22][cH:23]2)=[O:27])[cH:15][cH:16]1)=[O:31].